Dataset: the Open Reaction Database (ORD), a public repository of structured organic reaction records. Task: describe an organic reaction: reactants, conditions, products, and yield As a reaction SMILES: [Cl:1][C:2]1[CH:7]=[C:6](B2OC(C)(C)C(C)(C)O2)[CH:5]=[CH:4][C:3]=1[CH:17]([CH3:35])[C:18]([C:24]1[CH:25]=[CH:26][C:27]2[O:31][C:30](=[O:32])[N:29]([CH3:33])[C:28]=2[CH:34]=1)([OH:23])[C:19]([F:22])([F:21])[F:20].[CH3:36][O:37][C:38]([C:40]1[CH:41]=[N:42][CH:43]=[C:44](Br)[CH:45]=1)=[O:39].C([O-])([O-])=O.[Na+].[Na+]>O1CCOCC1.O.[CH-]1C=C(P(C2C=CC=CC=2)C2C=CC=CC=2)C=C1.[CH-]1C=C(P(C2C=CC=CC=2)C2C=CC=CC=2)C=C1.Cl[Pd]Cl.[Fe+2]>[CH3:36][O:37][C:38](=[O:39])[C:40]1[CH:45]=[C:44]([C:6]2[CH:5]=[CH:4][C:3]([CH:17]([CH3:35])[C:18]([OH:23])([C:24]3[CH:25]=[CH:26][C:27]4[O:31][C:30](=[O:32])[N:29]([CH3:33])[C:28]=4[CH:34]=3)[C:19]([F:20])([F:21])[F:22])=[C:2]([Cl:1])[CH:7]=2)[CH:43]=[N:42][CH:41]=1 |f:2.3.4,7.8.9.10|. Reagents/catalysts: [CH-]1C=CC(=C1)P(C2=CC=CC=C2)C3=CC=CC=C3.[CH-]1C=CC(=C1)P(C2=CC=CC=C2)C3=CC=CC=C3.Cl[Pd]Cl.[Fe+2] (dichloro(1,1′-bis(diphenylphosphino)ferrocene)palladium(II)dichloromethane adduct). Run in O1CCOCC1 (dioxane), O (water). The product is COC(C1=CN=CC(=C1)C1=CC(=C(C=C1)C(C(C(F)(F)F)(C=1C=CC2=C(N(C(O2)=O)C)C1)O)C)Cl)=O (5-{3-Chloro-4-[3,3,3-trifluoro-2-hydroxy-1-methyl-2-(3-methyl-2-oxo-2,3-dihydro-benzooxazol-5-yl)-propyl]-phenyl}-nicotinic acid methyl ester). Reported procedure: 5-{2-[2-Chloro-4-(4,4,5,5-tetramethyl-[1,3,2]dioxaborolan-2-yl)-phenyl]-1-hydroxy-1-trifluoromethyl-propyl}-3-methyl-3H-benzooxazol-2-one (200 mg, obtained in Example 186, step 1), methyl-5-bromopyridine-3-carboxylate (169 mg, [CAS Reg. No. 29681-44-5]) and dichloro(1,1′-bis(diphenylphosphino)ferrocene)palladium(II)dichloromethane adduct (29 mg) were dissolved in dioxane (5 mL) and water (1.7 mL). To the reaction mixture was added 2.0 M aqueous Na2CO3 (0.29 mL). The mixture was heated to 65° C. ... Reactants: ClC1=C(C=CC(=C1)B1OC(C(O1)(C)C)(C)C)C(C(C(F)(F)F)(O)C=1C=CC2=C(N(C(O2)=O)C)C1)C (5-{2-[2-Chloro-4-(4,4,5,5-tetramethyl-[1,3,2]dioxaborolan-2-yl)-phenyl]-1-hydroxy-1-trifluoromethyl-propyl}-3-methyl-3H-benzooxazol-2-one), ice water, COC(=O)C=1C=NC=C(C1)Br (methyl-5-bromopyridine-3-carboxylate), C(=O)([O-])[O-].[Na+].[Na+] (Na2CO3). Reaction conditions: temperature 65 celsius. Isolated yield 52.0%. Starting materials: Brc1ccc2cnccc2c1, C=C[Sn](CCCC)(CCCC)CCCC, C1COCCO1, c1ccc(P(c2ccccc2)(c2ccccc2)[Pd](P(c2ccccc2)(c2ccccc2)c2ccccc2)(P(c2ccccc2)(c2ccccc2)c2ccccc2)P(c2ccccc2)(c2ccccc2)c2ccccc2)cc1. The product is C=Cc1ccc2cnccc2c1. As a reaction SMILES: [Br:1][c:2]1[cH:3][c:4]2[cH:5][cH:6][n:7][cH:8][c:9]2[cH:10][cH:11]1.[CH:12](=[CH2:13])[Sn:14]([CH2:15][CH2:16][CH2:17][CH3:18])([CH2:19][CH2:20][CH2:21][CH3:22])[CH2:23][CH2:24][CH2:25][CH3:26].[O:27]1[CH2:28][CH2:29][O:30][CH2:31][CH2:32]1.[cH:33]1[cH:34][cH:35][c:36]([P:37]([Pd:38]([P:39]([c:40]2[cH:41][cH:42][cH:43][cH:44][cH:45]2)([c:46]2[cH:47][cH:48][cH:49][cH:50][cH:51]2)[c:52]2[cH:53][cH:54][cH:55][cH:56][cH:57]2)([P:58]([c:59]2[cH:60][cH:61][cH:62][cH:63][cH:64]2)([c:65]2[cH:66][cH:67][cH:68][cH:69][cH:70]2)[c:71]2[cH:72][cH:73][cH:74][cH:75][cH:76]2)[P:77]([c:78]2[cH:79][cH:80][cH:81][cH:82][cH:83]2)([c:84]2[cH:85][cH:86][cH:87][cH:88][cH:89]2)[c:90]2[cH:91][cH:92][cH:93][cH:94][cH:95]2)([c:96]2[cH:97][cH:98][cH:99][cH:100][cH:101]2)[c:102]2[cH:103][cH:104][cH:105][cH:106][cH:107]2)[cH:108][cH:109]1>>[c:2]1([CH:12]=[CH2:13])[cH:3][c:4]2[cH:5][cH:6][n:7][cH:8][c:9]2[cH:10][cH:11]1.